describe an organic reaction: reactants, conditions, products, and yield From a dataset of the Open Reaction Database (ORD), a public repository of structured organic reaction records. Starting materials: Cc1c(-c2ccccc2)oc2c(OCCCCBr)cccc2c1=O, BrCCCCCBr. Yields the product Cc1c(-c2ccccc2)oc2c(OCCCCCBr)cccc2c1=O. RXN SMILES: [Br:1][CH2:2][CH2:3][CH2:4][CH2:5][O:6][c:7]1[cH:8][cH:9][cH:10][c:11]2[c:12](=[O:24])[c:13]([CH3:23])[c:14](-[c:17]3[cH:18][cH:19][cH:20][cH:21][cH:22]3)[o:15][c:16]12.[Br:25][CH2:26][CH2:27][CH2:28][CH2:29][CH2:30][Br:31]>>[CH2:4]([CH2:5][O:6][c:7]1[cH:8][cH:9][cH:10][c:11]2[c:12](=[O:24])[c:13]([CH3:23])[c:14](-[c:17]3[cH:18][cH:19][cH:20][cH:21][cH:22]3)[o:15][c:16]12)[CH2:28][CH2:27][CH2:26][Br:25].